Dataset: the Open Reaction Database (ORD), a public repository of structured organic reaction records. Task: describe an organic reaction: reactants, conditions, products, and yield Reactants: [OH-].[Na+] (sodium hydroxide), C(C=C)ON=C(CC)C=1C(CC(C(C1O)C1=CC(=CC=C1)Cl)(C)C)=O (1-(allyloxyimino)propyl-3-hydroxy-4-(3-chlorophenyl)-5,5-dimethyl-cyclohex-2-en-1-one), C(C1=CC=CC=C1)(=O)Cl (benzoyl chloride). Run in CC(=O)C (acetone), CC(=O)C (acetone). Conditions: time 5 minute. Yields the product C(C=C)ON=C(CC)C=1C(CC(C(C1OC(C1=CC=CC=C1)=O)C1=CC(=CC=C1)Cl)(C)C)=O (2-[1-(allyloxyimino)propyl]-3-benzoyloxy-4-(3-chlorophenyl)-5,5-dimethyl-cyclohex-2-en-1-one). The yield is 93.2%. Reaction SMILES: [OH-].[Na+].[CH2:3]([O:6][N:7]=[C:8]([C:11]1[C:12](=[O:27])[CH2:13][C:14]([CH3:26])([CH3:25])[CH:15]([C:18]2[CH:23]=[CH:22][CH:21]=[C:20]([Cl:24])[CH:19]=2)[C:16]=1[OH:17])[CH2:9][CH3:10])[CH:4]=[CH2:5].[C:28](Cl)(=[O:35])[C:29]1[CH:34]=[CH:33][CH:32]=[CH:31][CH:30]=1>CC(C)=O>[CH2:3]([O:6][N:7]=[C:8]([C:11]1[C:12](=[O:27])[CH2:13][C:14]([CH3:26])([CH3:25])[CH:15]([C:18]2[CH:23]=[CH:22][CH:21]=[C:20]([Cl:24])[CH:19]=2)[C:16]=1[O:17][C:28](=[O:35])[C:29]1[CH:34]=[CH:33][CH:32]=[CH:31][CH:30]=1)[CH2:9][CH3:10])[CH:4]=[CH2:5] |f:0.1|. Procedure details: Aqueous 1% sodium hydroxide (30 ml) was added to a stirred solution of 2-[1-(allyloxyimino)propyl-3-hydroxy-4-(3-chlorophenyl)-5,5-dimethyl-cyclohex-2-en-1-one (2.5 g) in acetone (200 ml). The mixture was stirred at ambient temperature for 5 minutes and then benzoyl chloride (1 g) in acetone (25 ml) was added dropwise. After 30 minutes the mixture was evaporated in vacuo and the residue purified on a silica gel column using methylene chloride as eluant to give the title compound (3.0 g) as a col...